Dataset: the Open Reaction Database (ORD), a public repository of structured organic reaction records. Task: describe an organic reaction: reactants, conditions, products, and yield Reactants: [Br-], C1CCOC1, C[Mg+], Cl, O, O=Cc1ccc2[nH]nc(S(=O)(=O)c3cccc4ccccc34)c2c1. The product is CC(O)c1ccc2[nH]nc(S(=O)(=O)c3cccc4ccccc34)c2c1. Reaction SMILES: [Br-:25].[CH2:29]1[O:30][CH2:31][CH2:32][CH2:33]1.[CH3:26][Mg+:27].[ClH:28].[OH2:34].[c:1]1([S:11](=[O:12])(=[O:13])[c:14]2[n:15][nH:16][c:17]3[cH:18][cH:19][c:20]([CH:23]=[O:24])[cH:21][c:22]23)[cH:2][cH:3][cH:4][c:5]2[cH:6][cH:7][cH:8][cH:9][c:10]12>>[c:1]1([S:11](=[O:12])(=[O:13])[c:14]2[n:15][nH:16][c:17]3[cH:18][cH:19][c:20]([CH:23]([OH:24])[CH3:26])[cH:21][c:22]23)[cH:2][cH:3][cH:4][c:5]2[cH:6][cH:7][cH:8][cH:9][c:10]12. The reactants are [OH-].[Na+] (sodium hydroxide), O1CCCC1.O (tetrahydrofuran water). Run in mixture. Conditions: time 24 hour. Yields the product C12C(CC(CC1)C2)C(=O)O (2-norbornanecarboxylic acid). As a reaction SMILES: [OH-:1].[Na+].[O:3]1[CH2:7][CH2:6][CH2:5][CH2:4]1.O>>[CH:5]12[CH2:4][CH:4]([CH2:7][CH2:6]1)[CH2:5][CH:6]2[C:7]([OH:3])=[O:1] |f:0.1,2.3|. Reported procedure: 5.00 g (20.0 mmol) of the Diels-Alder adduct obtained by the step 2 of Example 1 was dissolved in 45 ml of a mixture solvent of tetrahydrofuran-water (5:4), 1.85 g (43.0 mmol) of sodium hydroxide (93%) was added on ice cooling, and the mixture was stirred at room temperature for 24 hours. After tetrahydrofuran was distilled off, the reaction mixture was neutralized with concentrated hydrochloric acid. Then, 280 mg of 5% palladium-carbon powder was added and the mixture was stirred for 30 hours u... Reactants: C[Si]([N-][Si](C)(C)C)(C)C.[Li+] (Lithium hexamethyldisilazide), COC(CC1CCCCC1)=O (methylcyclohexylacetate), CI (methyl iodide). The solvent is O1CCCC1 (tetrahydrofuran), O1CCCC1 (tetrahydrofuran), O (water). Run at temperature -78 celsius, time 1 hour. The product is C1(CCCCC1)C(C(=O)OC)C (methyl 2-cyclohexylpropanoate). Yield: 92.7%. Reaction SMILES: C[Si](C)(C)[N-][Si](C)(C)C.[Li+].[CH3:11][O:12][C:13](=[O:21])[CH2:14][CH:15]1[CH2:20][CH2:19][CH2:18][CH2:17][CH2:16]1.[CH3:22]I>O1CCCC1.O>[CH:15]1([CH:14]([CH3:22])[C:13]([O:12][CH3:11])=[O:21])[CH2:16][CH2:17][CH2:18][CH2:19][CH2:20]1 |f:0.1|. Procedure details: 1.0 M of Lithium hexamethyldisilazide in tetrahydrofuran (2.2 mL, 2.2 mmol) was added to a solution of methylcyclohexylacetate (0.30 g, 1.9 mmol) (Aldrich, Cat. #209600) in tetrahydrofuran (7.0 mL) at −78° C. The mixture was stirred at −78° C. for 1 h., then methyl iodide (0.14 mL, 2.3 mmol) was added. The mixture was allowed to warm slowly to r.t., and stirred at r.t. overnight. The mixture was diluted with water, and extracted with ethyl acetate (3×10 mL). The combined organic layers were drie... The reactants are O=C(O)C1(O)CCN(Cc2ccccc2)CC1, CC(=O)OC(C)=O, CCO, ClCCl, Cl, [K+], O=S(=O)([O-])O, c1ccncc1. Product: CC(=O)OC1(C(=O)O)CCN(Cc2ccccc2)CC1. As a reaction SMILES: [CH2:1]([c:2]1[cH:3][cH:4][cH:5][cH:6][cH:7]1)[N:8]1[CH2:9][CH2:10][C:11]([C:14](=[O:15])[OH:16])([OH:17])[CH2:12][CH2:13]1.[CH3:19][C:20](=[O:21])[O:22][C:23](=[O:24])[CH3:25].[CH3:35][CH2:36][OH:37].[Cl:32][CH2:33][Cl:34].[ClH:18].[K+:31].[S:26](=[O:27])(=[O:28])([OH:29])[O-:30].[cH:38]1[cH:39][cH:40][n:41][cH:42][cH:43]1>>[CH2:1]([c:2]1[cH:3][cH:4][cH:5][cH:6][cH:7]1)[N:8]1[CH2:9][CH2:10][C:11]([C:14](=[O:15])[OH:16])([O:17][C:20]([CH3:19])=[O:21])[CH2:12][CH2:13]1. The reactants are Cc1cc(C(=O)N2CCN(c3ncc(C4CC4)cc3C)CC2)cnc1F, O=C1NCCO1. Product: Cc1cc(C2CC2)cnc1N1CCN(C(=O)c2cnc(N3CCOC3=O)c(C)c2)CC1. Reaction SMILES: [CH:1]1([c:4]2[cH:5][c:6]([CH3:26])[c:7]([N:10]3[CH2:11][CH2:12][N:13]([C:16](=[O:17])[c:18]4[cH:19][n:20][c:21]([F:25])[c:22]([CH3:24])[cH:23]4)[CH2:14][CH2:15]3)[n:8][cH:9]2)[CH2:2][CH2:3]1.[O:27]1[C:28](=[O:32])[NH:29][CH2:30][CH2:31]1>>[CH:1]1([c:4]2[cH:5][c:6]([CH3:26])[c:7]([N:10]3[CH2:11][CH2:12][N:13]([C:16](=[O:17])[c:18]4[cH:19][n:20][c:21]([N:29]5[C:28](=[O:32])[O:27][CH2:31][CH2:30]5)[c:22]([CH3:24])[cH:23]4)[CH2:14][CH2:15]3)[n:8][cH:9]2)[CH2:2][CH2:3]1.